Dataset: the Open Reaction Database (ORD), a public repository of structured organic reaction records. Task: describe an organic reaction: reactants, conditions, products, and yield The reactants are Cc1nnc(Cl)cc1Cl, CC(c1ccc(B2OC(C)(C)C(C)(C)O2)cc1)N1CCC(CC(C)(C)O)(c2ccccc2)OC1=O. Yields the product Cc1nnc(Cl)cc1-c1ccc(C(C)N2CCC(CC(C)(C)O)(c3ccccc3)OC2=O)cc1. RXN SMILES: [Cl:36][c:37]1[c:38]([CH3:44])[n:39][n:40][c:41]([Cl:43])[cH:42]1.[OH:1][C:2]([CH2:3][C:4]1([c:28]2[cH:29][cH:30][cH:31][cH:32][cH:33]2)[CH2:5][CH2:6][N:7]([CH:11]([CH3:12])[c:13]2[cH:14][cH:15][c:16]([B:19]3[O:20][C:21]([CH3:22])([CH3:23])[C:24]([CH3:25])([CH3:26])[O:27]3)[cH:17][cH:18]2)[C:8](=[O:10])[O:9]1)([CH3:34])[CH3:35]>>[OH:1][C:2]([CH2:3][C:4]1([c:28]2[cH:29][cH:30][cH:31][cH:32][cH:33]2)[CH2:5][CH2:6][N:7]([CH:11]([CH3:12])[c:13]2[cH:14][cH:15][c:16](-[c:37]3[c:38]([CH3:44])[n:39][n:40][c:41]([Cl:43])[cH:42]3)[cH:17][cH:18]2)[C:8](=[O:10])[O:9]1)([CH3:34])[CH3:35].